Dataset: the Open Reaction Database (ORD), a public repository of structured organic reaction records. Task: describe an organic reaction: reactants, conditions, products, and yield Reactants: [Li]CCCC, COc1ccc(Oc2ccnc3cc(OC)c(OC)cc23)c(C=O)c1, [Cl-], [NH4+], C1CCOC1, c1cscn1. Yields the product COc1ccc(Oc2ccnc3cc(OC)c(OC)cc23)c(C(O)c2nccs2)c1. As a reaction SMILES: [CH2:6]([Li:7])[CH2:8][CH2:9][CH3:10].[CH3:11][O:12][c:13]1[cH:14][c:15]2[c:16]([O:25][c:26]3[c:27]([CH:28]=[O:29])[cH:30][c:31]([O:34][CH3:35])[cH:32][cH:33]3)[cH:17][cH:18][n:19][c:20]2[cH:21][c:22]1[O:23][CH3:24].[Cl-:36].[NH4+:37].[O:38]1[CH2:39][CH2:40][CH2:41][CH2:42]1.[cH:1]1[cH:2][s:3][cH:4][n:5]1>>[cH:1]1[cH:2][s:3][c:4]([CH:28]([c:27]2[c:26]([O:25][c:16]3[c:15]4[cH:14][c:13]([O:12][CH3:11])[c:22]([O:23][CH3:24])[cH:21][c:20]4[n:19][cH:18][cH:17]3)[cH:33][cH:32][c:31]([O:34][CH3:35])[cH:30]2)[OH:29])[n:5]1. Starting materials: CCOC(=O)CC#N, CCO, NCc1cccc(Cl)c1. Yields the product N#CCC(=O)NCc1cccc(Cl)c1. RXN SMILES: [C:1](#[N:2])[CH2:3][C:4]([O:6][CH2:5][CH3:7])=[O:8].[CH3:18][CH2:19][OH:20].[Cl:9][c:10]1[cH:11][c:12]([CH2:13][NH2:14])[cH:15][cH:16][cH:17]1>>[C:1](#[N:2])[CH2:3][C:4](=[O:6])[NH:14][CH2:13][c:12]1[cH:11][c:10]([Cl:9])[cH:17][cH:16][cH:15]1. Starting materials: ClC1=NSC(=N1)N1CCC(CC1)(C(=O)OCC)CC (Ethyl 1-(3-chloro-1,2,4-thiadiazol-5-yl)-4-ethylpiperidine-4-carboxylate), C([O-])([O-])=O.[Cs+].[Cs+] (cesium carbonate), C(C)NC(=O)NC=1SC2=C(N1)C=C(C=C2C2=NC=CC=C2)B(O)O ({2-[(ethylcarbamoyl)amino]-7-(pyridin-2-yl)-1,3-benzothiazol-5-yl}boronic acid). Reagents/catalysts: C1=CC=C(C=C1)P([C-]2C=CC=C2)C3=CC=CC=C3.C1=CC=C(C=C1)P([C-]2C=CC=C2)C3=CC=CC=C3.Cl[Pd]Cl.[Fe+2] (Pd(dppf)2Cl2). Run in C1CCOC1 (THF), O (water). Reaction conditions: temperature 110 celsius. Yields the product C(C)C1(CCN(CC1)C1=NC(=NS1)C=1C=C(C2=C(N=C(S2)NC(NCC)=O)C1)C1=NC=CC=C1)C(=O)OCC (Ethyl 4-ethyl-1-(3-{2-[(ethylcarbamoyl)amino]-7-(pyridin-2-yl)-1,3-benzothiazol-5-yl}-1,2,4-thiadiazol-5-yl)piperidine-4-carboxylate). RXN SMILES: Cl[C:2]1[N:6]=[C:5]([N:7]2[CH2:12][CH2:11][C:10]([CH2:18][CH3:19])([C:13]([O:15][CH2:16][CH3:17])=[O:14])[CH2:9][CH2:8]2)[S:4][N:3]=1.C(=O)([O-])[O-].[Cs+].[Cs+].[CH2:26]([NH:28][C:29]([NH:31][C:32]1[S:33][C:34]2[C:40]([C:41]3[CH:46]=[CH:45][CH:44]=[CH:43][N:42]=3)=[CH:39][C:38](B(O)O)=[CH:37][C:35]=2[N:36]=1)=[O:30])[CH3:27]>C1COCC1.O.C1C=CC(P(C2C=CC=CC=2)[C-]2C=CC=C2)=CC=1.C1C=CC(P(C2C=CC=CC=2)[C-]2C=CC=C2)=CC=1.Cl[Pd]Cl.[Fe+2]>[CH2:18]([C:10]1([C:13]([O:15][CH2:16][CH3:17])=[O:14])[CH2:11][CH2:12][N:7]([C:5]2[S:4][N:3]=[C:2]([C:38]3[CH:39]=[C:40]([C:41]4[CH:46]=[CH:45][CH:44]=[CH:43][N:42]=4)[C:34]4[S:33][C:32]([NH:31][C:29](=[O:30])[NH:28][CH2:26][CH3:27])=[N:36][C:35]=4[CH:37]=3)[N:6]=2)[CH2:8][CH2:9]1)[CH3:19] |f:1.2.3,7.8.9.10|. Reported procedure: Ethyl 1-(3-chloro-1,2,4-thiadiazol-5-yl)-4-ethylpiperidine-4-carboxylate (110 mg, 0.35 mmol), cesium carbonate (285.6 mg, 0.88 mmol), Pd(dppf)2Cl2 (20 mg, 0.03 mmol) and {2-[(ethylcarbamoyl)amino]-7-(pyridin-2-yl)-1,3-benzothiazol-5-yl}boronic acid (100 mg, 0.29 mmol) was suspended in a mixture of THF (9 mL) and water (1 mL) and heated in the microwave at 110° C. for 50 min. The reaction mixture was concentrated in vacuo and the residue partitioned between 10% IPA/DCM (10 mL) and water (10 mL). ... Starting materials: BrBr, CC(=O)O, N#Cc1cccnc1N. Yields the product N#Cc1cc(Br)cnc1N. Reaction SMILES: [Br:10][Br:11].[C:12]([OH:13])(=[O:14])[CH3:15].[NH2:1][c:2]1[n:3][cH:4][cH:5][cH:6][c:7]1[C:8]#[N:9]>>[NH2:1][c:2]1[n:3][cH:4][c:5]([Br:10])[cH:6][c:7]1[C:8]#[N:9]. The reactants are C(C)(C)(C)OC(=O)N1CC2CC2(CC1)C(=O)O (3-[(tert-Butoxy)carbonyl]-3-azabicyclo[4.1.0]heptane-6-carboxylic acid), CO (MeOH), Cl (HCl). The solvent is O1CCOCC1 (1,4-dioxane). Run at temperature 60 celsius. Yields the product Cl.C12CNCCC2(C1)C(=O)OC (Methyl 3-azabicyclo[4.1.0]heptane-6-carboxylate hydrochloride). Isolated yield 101.0%. RXN SMILES: C(OC([N:8]1[CH2:14][CH2:13][C:12]2([C:15]([OH:17])=[O:16])[CH:10]([CH2:11]2)[CH2:9]1)=O)(C)(C)C.[ClH:18].[CH3:19]O>O1CCOCC1>[ClH:18].[CH:10]12[CH2:11][C:12]1([C:15]([O:17][CH3:19])=[O:16])[CH2:13][CH2:14][NH:8][CH2:9]2 |f:4.5|. Procedure: 3-[(tert-Butoxy)carbonyl]-3-azabicyclo[4.1.0]heptane-6-carboxylic acid (5 g, 20.72 mmol) was dissolved in MeOH (200 mL) and 4M HCl in 1,4-dioxane (25.9 mL) was added. The reaction mixture was heated at 60° C. for 4 h. The reaction mixture was cooled to room temperature, then concentrated, to afford the title compound (4.0 g, 101%) as a pale yellow solid. δH (250 MHz, CDCl3) 3.69 (s, 3H), 3.42 (br s, 1H), 2.11 (br s, 5H), 1.84 (br s, 1H), 1.62 (d, J 4.2 Hz, 1H), 1.29 (br s, 1H). The reactants are C1=CN(C=N1)C(=O)N2C=CN=C2 (N,N-carbonyldiimidazole), C(C1=CC=CC=C1)(=O)C/C=C/C(=O)O (4-benzoylcrotonic acid), N1[C@H](C(=O)O)CCC1 (L-proline). Reported procedure: To a mixture of 4-benzoylcrotonic acid (0.01 mole) in tetrahydrofuran is added 0.01 mole of N,N-carbonyldiimidazole. After stirring for 2 hours, 0.01 mole of L-proline is added. The mixture is stirred for 24 hours to give 1-(4-benzoylcrotonyl)-L-proline. The preceding compound is reacted with thiolacetic acid in carbontetrachloride for 24 hours to give the product of the example as a glass. Run in O1CCCC1 (tetrahydrofuran). As a reaction SMILES: [C:1]([CH2:9]/[CH:10]=[CH:11]/[C:12]([OH:14])=O)(=[O:8])[C:2]1[CH:7]=[CH:6][CH:5]=[CH:4][CH:3]=1.C1N=CN(C(N2C=NC=C2)=O)C=1.[NH:27]1[CH2:34][CH2:33][CH2:32][C@H:28]1[C:29]([OH:31])=[O:30]>O1CCCC1>[C:1]([CH2:9]/[CH:10]=[CH:11]/[C:12]([N:27]1[CH2:34][CH2:33][CH2:32][C@H:28]1[C:29]([OH:31])=[O:30])=[O:14])(=[O:8])[C:2]1[CH:3]=[CH:4][CH:5]=[CH:6][CH:7]=1. Yields the product C(C1=CC=CC=C1)(=O)C/C=C/C(=O)N1[C@H](C(=O)O)CCC1 (1-(4-benzoylcrotonyl)-L-proline). Conditions: time 2 hour. Reactants: BrC(Br)(Br)Br, O=C(NC(CO)CCCN1C(=O)c2ccccc2C1=O)OCc1ccccc1, Cc1ccccc1. Yields the product O=C(NC(CBr)CCCN1C(=O)c2ccccc2C1=O)OCc1ccccc1. RXN SMILES: [Br:29][C:30]([Br:31])([Br:32])[Br:33].[CH2:1]([c:2]1[cH:3][cH:4][cH:5][cH:6][cH:7]1)[O:8][C:9]([NH:10][CH:11]([CH2:12][CH2:13][CH2:14][N:15]1[C:16](=[O:25])[c:17]2[c:18]([cH:21][cH:22][cH:23][cH:24]2)[C:19]1=[O:20])[CH2:26][OH:27])=[O:28].[CH3:34][c:35]1[cH:36][cH:37][cH:38][cH:39][cH:40]1>>[CH2:1]([c:2]1[cH:3][cH:4][cH:5][cH:6][cH:7]1)[O:8][C:9]([NH:10][CH:11]([CH2:12][CH2:13][CH2:14][N:15]1[C:16](=[O:25])[c:17]2[c:18]([cH:21][cH:22][cH:23][cH:24]2)[C:19]1=[O:20])[CH2:26][Br:29])=[O:28].